describe an organic reaction: reactants, conditions, products, and yield From a dataset of the Open Reaction Database (ORD), a public repository of structured organic reaction records. Product: CC(=O)OC1CCC(NC(=O)OC(C)(C)C)C(NC(=O)OC(C)(C)C)C1. RXN SMILES: [C:1]([CH3:2])([CH3:3])([CH3:4])[O:5][C:6](=[O:7])[NH:8][CH:9]1[CH:10]([NH:16][C:17](=[O:18])[O:19][C:20]([CH3:21])([CH3:22])[CH3:23])[CH2:11][CH:12]([OH:15])[CH2:13][CH2:14]1.[CH3:24][C:25](=[O:26])[O:27][C:28](=[O:29])[CH3:30].[CH3:32][CH2:33][O:34][C:35](=[O:36])[CH3:37].[ClH:31].[cH:38]1[cH:39][cH:40][n:41][cH:42][cH:43]1>>[C:1]([CH3:2])([CH3:3])([CH3:4])[O:5][C:6](=[O:7])[NH:8][CH:9]1[CH:10]([NH:16][C:17](=[O:18])[O:19][C:20]([CH3:21])([CH3:22])[CH3:23])[CH2:11][CH:12]([O:15][C:25]([CH3:24])=[O:26])[CH2:13][CH2:14]1. Starting materials: CC(C)(C)OC(=O)NC1CCC(O)CC1NC(=O)OC(C)(C)C, CC(=O)OC(C)=O, CCOC(C)=O, Cl, c1ccncc1. Reactants: Cl.N1=C(N=C2C1=CC=CC=C2)N2CCN(CC2)C2=NC1=CC(=C(C=C1C(=N2)N)OC)OC (2-[4-(2-cycloheptimidazolyl)-1-piperazinyl]-6,7-dimethoxy-4-quinazolinamine hydrochloride). Reagents/catalysts: [Rh] (rhodium on carbon). Run in CO (methanol). Product: N1C(=NC2=C1CCCCC2)N2CCN(CC2)C2=NC1=CC(=C(C=C1C(=N2)N)OC)OC (2-[4-(1,4,5,6,7,8-Hexahydrocycloheptimidazol-2-yl)-1-piperazinyl]-6,7-dimethoxy-4-quinazolinamine). Reaction SMILES: Cl.[N:2]1[C:6]2=[CH:7][CH:8]=[CH:9][CH:10]=[CH:11][C:5]2=[N:4][C:3]=1[N:12]1[CH2:17][CH2:16][N:15]([C:18]2[N:27]=[C:26]([NH2:28])[C:25]3[C:20](=[CH:21][C:22]([O:31][CH3:32])=[C:23]([O:29][CH3:30])[CH:24]=3)[N:19]=2)[CH2:14][CH2:13]1>CO.[Rh]>[NH:4]1[C:5]2[CH2:11][CH2:10][CH2:9][CH2:8][CH2:7][C:6]=2[N:2]=[C:3]1[N:12]1[CH2:17][CH2:16][N:15]([C:18]2[N:27]=[C:26]([NH2:28])[C:25]3[C:20](=[CH:21][C:22]([O:31][CH3:32])=[C:23]([O:29][CH3:30])[CH:24]=3)[N:19]=2)[CH2:14][CH2:13]1 |f:0.1|. Procedure: A mixture of 2-[4-(2-cycloheptimidazolyl)-1-piperazinyl]-6,7-dimethoxy-4-quinazolinamine hydrochloride (1.0 g, described in Example 2) and 5% rhodium on carbon (0.10 g) in methanol (600 ml) was hydrogenated under an atmosphere of hydrogen at 50 lb/sq. in. pressure. The mixture was filtered and the filtrate was evaporated. The residue was dissolved in methanol and the solution was acidified with a few drops of 2 N hydrochloric acid. Acetone was added and crystals of the title compound were collec... Reactants: CCOC(=O)Cc1csc(-c2cccc(O)c2)n1, [Li+], [OH-]. Product: O=C(O)Cc1csc(-c2cccc(O)c2)n1. RXN SMILES: [CH2:1]([CH3:2])[O:3][C:4]([CH2:5][c:6]1[n:7][c:8](-[c:11]2[cH:12][c:13]([OH:17])[cH:14][cH:15][cH:16]2)[s:9][cH:10]1)=[O:18].[Li+:20].[OH-:19]>>[O:3]=[C:4]([CH2:5][c:6]1[n:7][c:8](-[c:11]2[cH:12][c:13]([OH:17])[cH:14][cH:15][cH:16]2)[s:9][cH:10]1)[OH:18]. Starting materials: FC(C(=O)O)(F)F (trifluoroacetic acid), C(C)OC(C(C1=CC=C(C=C1)OCCCCC(=O)C1=CC(=C(C(=C1)C(C)(C)C)OCOCCOC)C(C)(C)C)=O)=O (4-[5-[3,5-bis(1,1-dimethylethyl)-4-[(2-methoxyethoxy) methoxy]phenyl]-5-oxopentyloxy]-alpha-oxobenzeneacetic acid ethyl ester), C([O-])(O)=O.[Na+] (sodium bicarbonate). Solvent: ClCCl (dichloromethane). Reaction conditions: time 31 hour. Yields the product C(C)OC(C(C1=CC=C(C=C1)OCCCCC(=O)C1=CC(=C(C(=C1)C(C)(C)C)O)C(C)(C)C)=O)=O (4-[5-[3,5-bis(1,1-dimethylethyl) -4-hydroxyphenyl]-5-oxopentyloxy]-alpha-oxobenzeneacetic acid ethyl ester). Yield: 78.8%. As a reaction SMILES: [CH2:1]([O:3][C:4](=[O:41])[C:5](=[O:40])[C:6]1[CH:11]=[CH:10][C:9]([O:12][CH2:13][CH2:14][CH2:15][CH2:16][C:17]([C:19]2[CH:24]=[C:23]([C:25]([CH3:28])([CH3:27])[CH3:26])[C:22]([O:29]COCCOC)=[C:21]([C:36]([CH3:39])([CH3:38])[CH3:37])[CH:20]=2)=[O:18])=[CH:8][CH:7]=1)[CH3:2].FC(F)(F)C(O)=O.C(=O)(O)[O-].[Na+]>ClCCl>[CH2:1]([O:3][C:4](=[O:41])[C:5](=[O:40])[C:6]1[CH:7]=[CH:8][C:9]([O:12][CH2:13][CH2:14][CH2:15][CH2:16][C:17]([C:19]2[CH:24]=[C:23]([C:25]([CH3:26])([CH3:27])[CH3:28])[C:22]([OH:29])=[C:21]([C:36]([CH3:39])([CH3:38])[CH3:37])[CH:20]=2)=[O:18])=[CH:10][CH:11]=1)[CH3:2] |f:2.3|. Procedure details: 4-Hydroxy-alpha-oxobenzeneacetic acid ethyl ester (1.44 g) and 55% sodium hydride (0.36 g) in dimethylformamide (30 mL) was stirred for 20 minutes and then treated with 5-bromo-1-[3,5-bis(1,1-dimethylethyl)-4-[(2-methoxyethoxy) methoxy]phenyl]pentanone (3.4 g) in dimethylformamide (6 mL). The mixture was stirred at room temperature for 20 hours and then after an additional 4 hours at 50° C., it was worked up as in Example 20. The residual oil was purified by HPLC (ethyl acetate-toluene; 1:17) to... The reactants are S1C=C(C=C1)C#N (thiophene-3-carbonitrile), C(C)(=O)Cl (acetyl chloride). The solvent is ClCCl (dichloromethane), C(C)O (ethanol). Conditions: time 16 hour. Yields the product Cl.C(C)OC(=N)C1=CSC=C1 (3-thiophenecarboximidic acid ethyl ester hydrochloride). Reaction SMILES: [S:1]1[CH:5]=[CH:4][C:3]([C:6]#[N:7])=[CH:2]1.[C:8]([Cl:11])(=[O:10])[CH3:9]>ClCCl.C(O)C>[ClH:11].[CH2:8]([O:10][C:6]([C:3]1[CH:4]=[CH:5][S:1][CH:2]=1)=[NH:7])[CH3:9] |f:4.5|. Procedure: To a solution of thiophene-3-carbonitrile (10 g, 9.2 mmol) in dichloromethane (100 mL) and ethanol (170 mL) at 0° C. was added acetyl chloride (114 g, 145 mmol). The reaction was allowed to slowly warm to ambient temperature and stir 16 h. The reaction mixture was then concentrated under reduced pressure to yield a solid which was triturated with diethyl ether resulting in 17.1 g of 3-thiophenecarboximidic acid ethyl ester hydrochloride as a white solid. Reactants: COCN(C(C)(C)C)C[Si](C)(C)C (N-(methoxymethyl)-2-methyl-N-[(trimethylsilyl)methyl]propan-2-amine), FC(C(=O)O)(F)F (trifluoroacetic acid), FC(C(=O)O)(F)F (trifluoroacetic acid), FC1=C(C=CC(=C1)F)/C=C/C(=O)OC (methyl (2E)-3-(2,4-difluorophenyl)acrylate), ClC1=NC=NC=C1 (4-chloropyrimidine), COCN(C(C)(C)C)C[Si](C)(C)C (N-(methoxymethyl)-2-methyl-N-[(trimethylsilyl)methyl]propan-2-amine). The solvent is ClCCl (dichloromethane). Conditions: time 17 hour. Yields the product C(C)(C)(C)N1C[C@H]([C@@H](C1)C1=C(C=C(C=C1)F)F)C(=O)OC (Methyl (3S,4R)-1-tert-butyl-4-(2,4-difluorophenyl)pyrrolidine-3-carboxylate). As a reaction SMILES: [F:1][C:2]1[CH:7]=[C:6]([F:8])[CH:5]=[CH:4][C:3]=1/[CH:9]=[CH:10]/[C:11]([O:13][CH3:14])=[O:12].ClC1C=CN=CN=1.CO[CH2:24][N:25]([CH2:30][Si](C)(C)C)[C:26]([CH3:29])([CH3:28])[CH3:27].FC(F)(F)C(O)=O>ClCCl>[C:26]([N:25]1[CH2:30][C@@H:9]([C:3]2[CH:4]=[CH:5][C:6]([F:8])=[CH:7][C:2]=2[F:1])[C@H:10]([C:11]([O:13][CH3:14])=[O:12])[CH2:24]1)([CH3:29])([CH3:28])[CH3:27]. Reported procedure: To a stirred solution of methyl (2E)-3-(2,4-difluorophenyl)acrylate from preparation 3 (10 g, 50.5 mmol) and N-(methoxymethyl)-2-methyl-N-[(trimethylsilyl)methyl]propan-2-amine (preparation 4) (10.3 g, 50.5 mmol) in dichloromethane (200 mL) at room temperature under dry nitrogen was added trifluoroacetic acid (0.39 mL, 5.1 mmol). The resulting mixture was stirred at room temperature under dry nitrogen for 17 hours. To the reaction mixture was then added a further portion of N-(methoxymethyl)-2-m... Reactants: C(C)OC(CC(CC=CC(CCC1=NC=2NCCCC2C=C1)=O)C=1C=NC(=NC1)C)=O (3-(2-Methyl-pyrimidin-5-yl)-7-oxo-9-(5,6,7,8-tetrahydro-[1,8]naphthyridin-2-yl)-non-5-enoic acid ethyl ester), [H][H] (hydrogen). Reagents/catalysts: [Pd].[C] (Pd carbon). The solvent is CCO (EtOH). Product: C(C)OC(CC(CCCC(CCC1=NC=2NCCCC2C=C1)=O)C=1C=NC(=NC1)C)=O (3-(2-Methyl-pyrimidin-5-yl)-7-oxo-9-(5,6,7,8-tetrahydro-[1,8]naphthyridin-2-yl)-nonanoic acid ethyl ester). As a reaction SMILES: [CH2:1]([O:3][C:4](=[O:31])[CH2:5][CH:6]([C:24]1[CH:25]=[N:26][C:27]([CH3:30])=[N:28][CH:29]=1)[CH2:7][CH:8]=[CH:9][C:10](=[O:23])[CH2:11][CH2:12][C:13]1[CH:22]=[CH:21][C:20]2[CH2:19][CH2:18][CH2:17][NH:16][C:15]=2[N:14]=1)[CH3:2].[H][H]>CCO.[Pd].[C]>[CH2:1]([O:3][C:4](=[O:31])[CH2:5][CH:6]([C:24]1[CH:25]=[N:26][C:27]([CH3:30])=[N:28][CH:29]=1)[CH2:7][CH2:8][CH2:9][C:10](=[O:23])[CH2:11][CH2:12][C:13]1[CH:22]=[CH:21][C:20]2[CH2:19][CH2:18][CH2:17][NH:16][C:15]=2[N:14]=1)[CH3:2] |f:3.4|. Procedure: A mixture of 4-11 (95 mg, 0.22 mmol) and 10% Pd/carbon (50 mg) in EtOH (3 mL) was stirred under a balloon of hydrogen for 2 h. Following filtration, evaporative removal of the solvent gave 4-12 as a clear oil. Reactants: C(C)(=O)N1CC(C2=CC=C(C=C12)NC(C1=C(C=CC=C1)NCC1=CC=NC=C1)=O)(C)C (N-(1-Acetyl-3,3-dimethyl-2,3-dihydro-1H-indol-6-yl)-2-[(pyridin-4-ylmethyl)-amino]-benzamide), Cl (HCl). Run in O (H2O). The product is CC1(CNC2=CC(=CC=C12)NC(C1=C(C=CC=C1)NCC1=CC=NC=C1)=O)C (N-(3,3-Dimethyl-2,3-dihydro-1H-indol-6-yl)-2-[(pyridin-4-ylmethyl)-amino]-benzamide). As a reaction SMILES: C([N:4]1[C:12]2[C:7](=[CH:8][CH:9]=[C:10]([NH:13][C:14](=[O:29])[C:15]3[CH:20]=[CH:19][CH:18]=[CH:17][C:16]=3[NH:21][CH2:22][C:23]3[CH:28]=[CH:27][N:26]=[CH:25][CH:24]=3)[CH:11]=2)[C:6]([CH3:31])([CH3:30])[CH2:5]1)(=O)C.Cl>O>[CH3:30][C:6]1([CH3:31])[C:7]2[C:12](=[CH:11][C:10]([NH:13][C:14](=[O:29])[C:15]3[CH:20]=[CH:19][CH:18]=[CH:17][C:16]=3[NH:21][CH2:22][C:23]3[CH:28]=[CH:27][N:26]=[CH:25][CH:24]=3)=[CH:9][CH:8]=2)[NH:4][CH2:5]1. Procedure: N-(1-Acetyl-3,3-dimethyl-2,3-dihydro-1H-indol-6-yl)-2-[(pyridin-4-ylmethyl)-amino]-benzamide (Example 2, 120 mg) was heated with HCl (5 N, 2.5 mL) and H2O (2.5 mL) to reflux for 2 h. The solvent was evaporated and the residue was washed with MeOH. The desired compound was collected after filtration as an off-white solid. MS: (ES+) 373 (M+H). Calc'd. for C23H24N4O-372.20. The reactants are CO, COC(=O)c1ccc(S(=O)(=O)N(Cc2ccc(OC)cc2OC)c2ncc(Cl)s2)cc1F, Cl, C1COCCO1. The product is COC(=O)c1ccc(S(=O)(=O)Nc2ncc(Cl)s2)cc1F. RXN SMILES: [CH3:34][OH:35].[Cl:1][c:2]1[cH:3][n:4][c:5]([N:7]([S:8](=[O:9])(=[O:10])[c:11]2[cH:12][c:13]([F:21])[c:14]([C:15](=[O:16])[O:17][CH3:18])[cH:19][cH:20]2)[CH2:22][c:23]2[cH:24][cH:25][c:26]([O:27][CH3:28])[cH:29][c:30]2[O:31][CH3:32])[s:6]1.[ClH:33].[O:36]1[CH2:37][CH2:38][O:39][CH2:40][CH2:41]1>>[Cl:1][c:2]1[cH:3][n:4][c:5]([NH:7][S:8](=[O:9])(=[O:10])[c:11]2[cH:12][c:13]([F:21])[c:14]([C:15](=[O:16])[O:17][CH3:18])[cH:19][cH:20]2)[s:6]1.